This data is from the Open Reaction Database (ORD), a public repository of structured organic reaction records. The task is: describe an organic reaction: reactants, conditions, products, and yield Starting materials: C[C@@H]1CNC[C@@H](O1)C (cis-2,6-dimethymorpholine), ClC1=CC(=C(C=C1)S(=O)(=O)[C@@H]1C[C@H]([C@@H](C1)C(=O)O)C(NCC#N)=O)C ((1R,2R,4R)-4-(4-chloro-2-methyl-benzenesulfonyl)-2-(cyanomethyl-carbamoyl)-cyclopentanecarboxylic acid). The product is C(#N)CNC(=O)[C@H]1[C@@H](C[C@@H](C1)S(=O)(=O)C1=C(C=C(C=C1)Cl)C)C(=O)N1C[C@@H](O[C@@H](C1)C)C ((1R,2R,4R)-4-(4-Chloro-2-methyl-benzenesulfonyl)-2-((2S,6R)-2,6-dimethyl-morpholine-4-carbonyl)-cyclopentanecarboxylic acid cyanomethyl-amide). Reaction SMILES: [CH3:1][C@H:2]1[O:7][C@@H:6]([CH3:8])[CH2:5][NH:4][CH2:3]1.[Cl:9][C:10]1[CH:15]=[CH:14][C:13]([S:16]([C@H:19]2[CH2:23][C@@H:22]([C:24](O)=[O:25])[C@H:21]([C:27](=[O:32])[NH:28][CH2:29][C:30]#[N:31])[CH2:20]2)(=[O:18])=[O:17])=[C:12]([CH3:33])[CH:11]=1>>[C:30]([CH2:29][NH:28][C:27]([C@@H:21]1[CH2:20][C@@H:19]([S:16]([C:13]2[CH:14]=[CH:15][C:10]([Cl:9])=[CH:11][C:12]=2[CH3:33])(=[O:17])=[O:18])[CH2:23][C@H:22]1[C:24]([N:4]1[CH2:5][C@@H:6]([CH3:8])[O:7][C@@H:2]([CH3:1])[CH2:3]1)=[O:25])=[O:32])#[N:31]. Reported procedure: The title compound was prepared in analogy to example 11 using cis-2,6-dimethymorpholine instead of 2-oxa-6-aza-spiro[3.3]heptan and (1R,2R,4R)-4-(4-chloro-2-methyl-benzenesulfonyl)-2-(cyanomethyl-carbamoyl)-cyclopentanecarboxylic acid instead of (1R,2R,4R)-4-benzenesulfonyl-2-(1-cyano-cyclopropylcarbamoyl)-cyclopentanecarboxylic acid. Colorless oil. MS: 480.0 (M−H)−. The reactants are CC(C)(C)OC(=O)NC(CNC(=O)Oc1ccc([N+](=O)[O-])cc1)CC1CCCCC1, CC#N, CCN(C(C)C)C(C)C, COC(=O)NCCCC(O)(c1cccc(Cl)c1F)C1CCCNC1, ClCCl, Cl. Yields the product COC(=O)NCCCC(O)(c1cccc(Cl)c1F)C1CCCN(C(=O)NCC(CC2CCCCC2)NC(=O)OC(C)(C)C)C1. Reaction SMILES: [C:26]([CH3:27])([CH3:28])([CH3:29])[O:30][C:31](=[O:32])[NH:33][CH:34]([CH2:35][NH:36][C:37]([O:38][c:40]1[cH:41][cH:42][c:43]([N+:44]([O-:45])=[O:46])[cH:47][cH:48]1)=[O:39])[CH2:49][CH:50]1[CH2:51][CH2:52][CH2:53][CH2:54][CH2:55]1.[CH3:65][C:66]#[N:67].[CH:56]([N:57]([CH2:58][CH3:59])[CH:60]([CH3:61])[CH3:62])([CH3:63])[CH3:64].[Cl:2][c:3]1[c:4]([F:25])[c:5]([C:9]([CH2:10][CH2:11][CH2:12][NH:13][C:14]([O:15][CH3:16])=[O:17])([CH:18]2[CH2:19][NH:20][CH2:21][CH2:22][CH2:23]2)[OH:24])[cH:6][cH:7][cH:8]1.[Cl:68][CH2:69][Cl:70].[ClH:1]>>[Cl:2][c:3]1[c:4]([F:25])[c:5]([C:9]([CH2:10][CH2:11][CH2:12][NH:13][C:14]([O:15][CH3:16])=[O:17])([CH:18]2[CH2:19][N:20]([C:37]([NH:36][CH2:35][CH:34]([NH:33][C:31]([O:30][C:26]([CH3:27])([CH3:28])[CH3:29])=[O:32])[CH2:49][CH:50]3[CH2:51][CH2:52][CH2:53][CH2:54][CH2:55]3)=[O:38])[CH2:21][CH2:22][CH2:23]2)[OH:24])[cH:6][cH:7][cH:8]1. The reactants are C(C)(C)(C)OC(=O)N[C@@H](CC1CCCCC1)[C@@H]1C[C@H](C(O1)=O)C ((3R, 5S)-5-[(1S)-1-(t-butoxycarbonyl)amino-2-cyclohexylethyl]-3-methyldihydrofuran-2(3H)-one). The solvent is C(CCCCC)N (hexylamine). Product: C(C)(C)(C)OC(=O)N[C@H]([C@H](C[C@H](C(=O)NCCCCCC)C)O)CC1CCCCC1 ((2R, 4S, 5S)-5-(t-Butoxycarbonyl)amino-6-cyclohexyl-N-hexyl-4-hydroxy-2-methylhexanamide). The yield is 150.5%. As a reaction SMILES: [C:1]([O:5][C:6]([NH:8][C@H:9]([C@H:17]1[O:21][C:20](=[O:22])[C@H:19]([CH3:23])[CH2:18]1)[CH2:10][CH:11]1[CH2:16][CH2:15][CH2:14][CH2:13][CH2:12]1)=[O:7])([CH3:4])([CH3:3])[CH3:2]>C(N)CCCCC>[C:1]([O:5][C:6]([NH:8][C@@H:9]([CH2:10][CH:11]1[CH2:16][CH2:15][CH2:14][CH2:13][CH2:12]1)[C@@H:17]([OH:21])[CH2:18][C@@H:19]([CH3:23])[C:20]([NH:8][CH2:9][CH2:10][CH2:11][CH2:12][CH2:13][CH3:14])=[O:22])=[O:7])([CH3:4])([CH3:3])[CH3:2]. Procedure: A mixture of 450 mg (1.38 mmole) of (3R, 5S)-5-[(1S)-1-(t-butoxycarbonyl)amino-2-cyclohexylethyl]-3-methyldihydrofuran-2(3H)-one (prepared as described in Preparation 2) and 10 ml of hexylamine was heated under reflux for 2.2 hours, whilst stirring. At the end of this time, the reaction mixture was concentrated by distillation under reduced pressure, after which the residue was purified by column chromatography through silica gel (using a 1:2 by volume mixture of cyclohexane and ethyl acetate as... Starting materials: COC(=O)CC(=O)OC, CS(C)=O, O=[N+]([O-])c1cc(-c2ccccc2)ccc1F, [H-], [Na+]. The product is COC(=O)C(C(=O)OC)c1ccc(-c2ccccc2)cc1[N+](=O)[O-]. As a reaction SMILES: [C:1]([CH2:2][C:3](=[O:4])[O:5][CH3:6])(=[O:7])[O:8][CH3:9].[CH3:28][S:29]([CH3:30])=[O:31].[F:12][c:13]1[c:14]([N+:25](=[O:26])[O-:27])[cH:15][c:16](-[c:19]2[cH:20][cH:21][cH:22][cH:23][cH:24]2)[cH:17][cH:18]1.[H-:10].[Na+:11]>>[C:1]([CH:2]([C:3](=[O:4])[O:5][CH3:6])[c:13]1[c:14]([N+:25](=[O:26])[O-:27])[cH:15][c:16](-[c:19]2[cH:20][cH:21][cH:22][cH:23][cH:24]2)[cH:17][cH:18]1)(=[O:7])[O:8][CH3:9]. Starting materials: S1NC(C2=C1C=CC=C2)=O (1,2-benzisothiazol-3-one), CN(C=O)C (N,N-dimethylformamide), S(=O)(Cl)Cl (thionyl chloride). Solvent: ClC1=CC=CC=C1 (chlorobenzene). Run at time 1 hour. The product is ClC1=NSC2=C1C=CC=C2 (3-chloro-1,2-benzisothiazole). The yield is 90.0%. As a reaction SMILES: [S:1]1[C:5]2[CH:6]=[CH:7][CH:8]=[CH:9][C:4]=2[C:3](=O)[NH:2]1.CN(C)C=O.S(Cl)([Cl:18])=O>ClC1C=CC=CC=1>[Cl:18][C:3]1[C:4]2[CH:9]=[CH:8][CH:7]=[CH:6][C:5]=2[S:1][N:2]=1. Procedure: A 1 L four-neck flask equipped with a stirrer, a thermometer and a condenser tube was charged with 75.6 g (0.5 mol) of 1,2-benzisothiazol-3-one, 54.8 g (0.75 mol) of N,N-dimethylformamide and 100.0 g of chlorobenzene. While stirring, 71.4 g (0.6 mol) of thionyl chloride was added dropwise thereto over 1 hour at 70° to 80° C., and the mixture was reacted at the same temperature for 8 hours. After terminating the reaction, the liquid reaction mixture was concentrated, and a crude product obtained ... Reactants: O=C1C(COCC1)C(=O)OC (Methyl 4-oxo-tetrahydro-pyran-3-carboxylate), C(C)(C)(C)OC(N(C)C)N(C)C (tert.-butoxy-bis-(dimethylamino)-methane). Product: CN(C=C1C(C(COC1)C(=O)OC)=O)C (Methyl 5-[1-dimethylamino-methylidene]-4-oxo-tetrahydro-pyran-3-carboxylate). RXN SMILES: [O:1]=[C:2]1[CH2:7][CH2:6][O:5][CH2:4][CH:3]1[C:8]([O:10][CH3:11])=[O:9].C(O[CH:17](N(C)C)[N:18]([CH3:20])[CH3:19])(C)(C)C>>[CH3:17][N:18]([CH3:20])[CH:19]=[C:7]1[CH2:6][O:5][CH2:4][CH:3]([C:8]([O:10][CH3:11])=[O:9])[C:2]1=[O:1]. Procedure: Methyl 4-oxo-tetrahydro-pyran-3-carboxylate (74 mg, 0.47 mmol) was reacted with tert.-butoxy-bis-(dimethylamino)-methane using in analogous manner the procedure described in example 45a) to give crude title compound (101 mg) as a red oil which was used directly in the next step. MS ISP (m/e): 214.4 [(M+H)+]. Starting materials: CCN=C=NCCCN(C)C, ClCCl, O=C(O)c1cc2cc(F)ccc2[nH]1, c1ccc(N2CC3CC2CN3)nc1. Yields the product O=C(c1cc2cc(F)ccc2[nH]1)N1CC2CC1CN2c1ccccn1. Reaction SMILES: [CH3:27][CH2:28][N:29]=[C:30]=[N:31][CH2:32][CH2:33][CH2:34][N:35]([CH3:36])[CH3:37].[Cl:38][CH2:39][Cl:40].[F:14][c:15]1[cH:16][c:17]2[cH:18][c:19]([C:24](=[O:25])[OH:26])[nH:20][c:21]2[cH:22][cH:23]1.[n:1]1[c:2]([N:7]2[CH:8]3[CH2:9][NH:10][CH:11]([CH2:12]2)[CH2:13]3)[cH:3][cH:4][cH:5][cH:6]1>>[n:1]1[c:2]([N:7]2[CH:8]3[CH2:9][N:10]([C:24]([c:19]4[cH:18][c:17]5[cH:16][c:15]([F:14])[cH:23][cH:22][c:21]5[nH:20]4)=[O:25])[CH:11]([CH2:12]2)[CH2:13]3)[cH:3][cH:4][cH:5][cH:6]1.